This data is from the Open Reaction Database (ORD), a public repository of structured organic reaction records. The task is: describe an organic reaction: reactants, conditions, products, and yield Product: C(C)OC(=O)CCCCC=1N(C2=CC=CC=C2C1)C=1C=NC=CC1 (2-[4-(ethoxycarbonyl)butyl)-N-(3-pyridyl)indole). Reported procedure: A solution of 1.1 g of 2-[4-(ethoxycarbonyl)butadienyl)-N-(3-pyridyl)indole in 25 ml of 95% ethanol is hydrogenated at 3 atmospheres pressure with 0.2 g of 10% palladium on charcoal for 31/2 hours. The reaction mixture is filtered through celite and evaporated to yield 2-[4-(ethoxycarbonyl)butyl)-N-(3-pyridyl)indole as a yellow oil; Rf (15% ethyl acetate in toluene/silica gel)=0.65; IR (CH2Cl2) 1726 cm-1. Solvent: C(C)O (ethanol). The reagents and catalysts are [Pd] (palladium on charcoal). Reactants: C(C)OC(=O)C=CC=CC=1N(C2=CC=CC=C2C1)C=1C=NC=CC1 (2-[4-(ethoxycarbonyl)butadienyl)-N-(3-pyridyl)indole). RXN SMILES: [CH2:1]([O:3][C:4]([CH:6]=[CH:7][CH:8]=[CH:9][C:10]1[N:11]([C:19]2[CH:20]=[N:21][CH:22]=[CH:23][CH:24]=2)[C:12]2[C:17]([CH:18]=1)=[CH:16][CH:15]=[CH:14][CH:13]=2)=[O:5])[CH3:2]>C(O)C.[Pd]>[CH2:1]([O:3][C:4]([CH2:6][CH2:7][CH2:8][CH2:9][C:10]1[N:11]([C:19]2[CH:20]=[N:21][CH:22]=[CH:23][CH:24]=2)[C:12]2[C:17]([CH:18]=1)=[CH:16][CH:15]=[CH:14][CH:13]=2)=[O:5])[CH3:2].